From a dataset of the Open Reaction Database (ORD), a public repository of structured organic reaction records. describe an organic reaction: reactants, conditions, products, and yield Reactants: [Al+3], SCCS, COC(=O)CC(C)(C)c1cccc(OC)c1, [Cl-], [Cl-], [Cl-], ClCCCl. Yields the product COC(=O)CC(C)(C)c1cccc(O)c1. Reaction SMILES: [Al+3:22].[CH2:17]([SH:18])[CH2:19][SH:20].[CH3:1][O:2][c:3]1[cH:4][c:5]([C:9]([CH2:10][C:11](=[O:12])[O:13][CH3:14])([CH3:15])[CH3:16])[cH:6][cH:7][cH:8]1.[Cl-:21].[Cl-:23].[Cl-:24].[Cl:25][CH2:26][CH2:27][Cl:28]>>[OH:2][c:3]1[cH:4][c:5]([C:9]([CH2:10][C:11](=[O:12])[O:13][CH3:14])([CH3:15])[CH3:16])[cH:6][cH:7][cH:8]1. Starting materials: BrC=1C=CC(=NC1OCC(F)(F)F)C(=O)O (5-bromo-6-(2,2,2-trifluoro-ethoxy)-pyridine-2-carboxylic acid), Cl.S1C(=NC=C1)C1(COC1)N (3-(thiazol-2-yl)oxetan-3-amine hydrochloride). Product: S1C(=NC=C1)C1(COC1)NC(=O)C1=NC(=C(C=C1)Br)OCC(F)(F)F (5-Bromo-6-(2,2,2-trifluoro-ethoxy)-pyridine-2-carboxylic acid (3-thiazol-2-yl-oxetan-3-yl)-amide). As a reaction SMILES: [Br:1][C:2]1[CH:3]=[CH:4][C:5]([C:14]([OH:16])=O)=[N:6][C:7]=1[O:8][CH2:9][C:10]([F:13])([F:12])[F:11].Cl.[S:18]1[CH:22]=[CH:21][N:20]=[C:19]1[C:23]1([NH2:27])[CH2:26][O:25][CH2:24]1>>[S:18]1[CH:22]=[CH:21][N:20]=[C:19]1[C:23]1([NH:27][C:14]([C:5]2[CH:4]=[CH:3][C:2]([Br:1])=[C:7]([O:8][CH2:9][C:10]([F:11])([F:12])[F:13])[N:6]=2)=[O:16])[CH2:26][O:25][CH2:24]1 |f:1.2|. Reported procedure: The title compound was synthesized in analogy to Example 280c, using 5-bromo-6-(2,2,2-trifluoro-ethoxy)-pyridine-2-carboxylic acid (Example 282a) and 3-(thiazol-2-yl)oxetan-3-amine hydrochloride (Example 281b) as starting materials, MS (EI): m/e=438.0 [M+H]+. Starting materials: COCOc1cc(C=O)ccc1OCc1ccccc1, CCO, Cl, [K+], [OH-], COCOc1ccc(C(C)=O)c(O)c1. Product: COCOc1ccc(C(=O)C=Cc2ccc(OCc3ccccc3)c(OCOC)c2)c(O)c1. RXN SMILES: [CH2:15]([c:16]1[cH:17][cH:18][cH:19][cH:20][cH:21]1)[O:22][c:23]1[c:24]([O:31][CH2:32][O:33][CH3:34])[cH:25][c:26]([CH:27]=[O:28])[cH:29][cH:30]1.[CH3:38][CH2:39][OH:40].[ClH:37].[K+:36].[OH-:35].[OH:1][c:2]1[c:3]([C:12]([CH3:13])=[O:14])[cH:4][cH:5][c:6]([O:8][CH2:9][O:10][CH3:11])[cH:7]1>>[OH:1][c:2]1[c:3]([C:12]([CH:13]=[CH:27][c:26]2[cH:25][c:24]([O:31][CH2:32][O:33][CH3:34])[c:23]([O:22][CH2:15][c:16]3[cH:17][cH:18][cH:19][cH:20][cH:21]3)[cH:30][cH:29]2)=[O:14])[cH:4][cH:5][c:6]([O:8][CH2:9][O:10][CH3:11])[cH:7]1.